From a dataset of the Open Reaction Database (ORD), a public repository of structured organic reaction records. describe an organic reaction: reactants, conditions, products, and yield The reactants are BrC=1C=C2C=CC=NC2=CC1 (6-bromoquinoline), C(#N)[Cu] (CuCN). The solvent is N1=CC=CC=C1 (pyridine). Run at temperature 200 celsius, time 8 hour. Product: N1=CC=CC2=CC(=CC=C12)C#N (Quinoline-6-carbonitrile). As a reaction SMILES: Br[C:2]1[CH:3]=[C:4]2[C:9](=[CH:10][CH:11]=1)[N:8]=[CH:7][CH:6]=[CH:5]2.[C:12]([Cu])#[N:13]>N1C=CC=CC=1>[N:8]1[C:9]2[C:4](=[CH:3][C:2]([C:12]#[N:13])=[CH:11][CH:10]=2)[CH:5]=[CH:6][CH:7]=1. Procedure details: To a stirred solution of 6-bromoquinoline (2.0 g, 9.61 mmol) in pyridine (30 mL) was added CuCN (3.0 g, 33.6 mmol) at RT under inert atmosphere. The reaction mixture was gradually heated to 200° C. and stirred for 8 h. After complete consumption of the starting material (by TLC), the reaction mixture was cooled to RT, diluted with ice-cold H2O (100 mL) and extracted with EtOAc (3×100 mL). The combined organic extracts were washed with H2O (50 mL) and brine (50 mL), dried over anhydrous Na2SO4 an... The reactants are ice water, C(C)(=O)OC(C)=O (acetic anhydride), C(C=C)C=1C(=C2C(C(N(C2=C(C1)C)CC1=CC=CC=C1)=O)(C)C)O (5-allyl-1-benzyl-2,3-dihydro-4-hydroxy-3,3,7-trimethyl-1H-indol-2-one), N,N-dimethylaminopyridine. Run in N1=CC=CC=C1 (pyridine). Run at time 8 hour. Yields the product C(C)(=O)OC1=C2C(C(N(C2=C(C=C1CC=C)C)CC1=CC=CC=C1)=O)(C)C (4-Acetoxy-5-allyl-1-benzyl-2,3-dihydro-3,3,7-trimethyl-1H-indol-2-one). As a reaction SMILES: [C:1]([O:4][C:5](=[O:7])[CH3:6])(=O)[CH3:2].[CH2:8]([C:11]1C(O)=[C:13]2[C:17](=[C:18]([CH3:20])[CH:19]=1)[N:16]([CH2:21][C:22]1[CH:27]=[CH:26][CH:25]=[CH:24][CH:23]=1)[C:15](=[O:28])[C:14]2(C)[CH3:29])[CH:9]=[CH2:10]>N1C=CC=CC=1>[C:5]([O:4][C:1]1[C:11]([CH2:8][CH:9]=[CH2:10])=[CH:19][C:18]([CH3:20])=[C:17]2[C:2]=1[C:14]([CH3:29])([CH3:13])[C:15](=[O:28])[N:16]2[CH2:21][C:22]1[CH:27]=[CH:26][CH:25]=[CH:24][CH:23]=1)(=[O:7])[CH3:6]. Procedure details: 2.5 g (50.9 mmol) of acetic anhydride was added to a solution of 8.2 g (25.5 mmol) of 5-allyl-1-benzyl-2,3-dihydro-4-hydroxy-3,3,7-trimethyl-1H-indol-2-one and 250 mg (2.0 mmol) of N,N-dimethylaminopyridine in 80 ml of pyridine under cooling with ice, and the mixture was stirred overnight at room temperature. The reaction mixture was poured into ice water, washed with 10% hydrochloric acid, washed with water, and dried. The solvent was evaporated and the residue was purified by column chromatogr... Reactants: C(C)(=O)OCC (Ethyl acetate), [BH4-].[Li+] (Lithium borohydride), C(C)C(C(=O)OCC)(CCC1=CC=C(C=C1)OCC1=CC=CC=C1)NC(=O)OC (ethyl 2-ethyl-2-methoxycarbonylamino-4-(4-benzyloxyphenyl)butanoate), Cl (Hydrochloric acid). Run in O1CCCC1 (tetrahydrofuran). Reaction conditions: time 2.5 hour. Product: C(C)C1(NC(OC1)=O)CCC1=CC=C(C=C1)OCC1=CC=CC=C1 (4-Ethyl-4-(2-(4-benzyloxyphenyl)ethyl)oxazolidin-2-one). Isolated yield 46.6%. As a reaction SMILES: [BH4-].[Li+].[CH2:3]([C:5]([NH:27][C:28](OC)=[O:29])([CH2:11][CH2:12][C:13]1[CH:18]=[CH:17][C:16]([O:19][CH2:20][C:21]2[CH:26]=[CH:25][CH:24]=[CH:23][CH:22]=2)=[CH:15][CH:14]=1)[C:6]([O:8]CC)=O)[CH3:4].Cl.C(OCC)(=O)C>O1CCCC1>[CH2:3]([C:5]1([CH2:11][CH2:12][C:13]2[CH:14]=[CH:15][C:16]([O:19][CH2:20][C:21]3[CH:26]=[CH:25][CH:24]=[CH:23][CH:22]=3)=[CH:17][CH:18]=2)[CH2:6][O:8][C:28](=[O:29])[NH:27]1)[CH3:4] |f:0.1|. Procedure details: Lithium borohydride (3.2 g) was added to a solution of ethyl 2-ethyl-2-methoxycarbonylamino-4-(4-benzyloxyphenyl)butanoate (29 g) in tetrahydrofuran (370 ml) and the mixture was refluxed under heating for 5 hours. 2 M Hydrochloric acid (40 ml) was added to the reaction mixture and the mixture was stirred for 2.5 hours. Ethyl acetate was added to the reaction mixture, the mixture was washed with water and a saturated brine and dried over anhydrous sodium sulfate. The solvent was distilled away un... Reactants: CC(C)(C)OC(=O)NC(CCN1CCC2(CC1)NC(=O)N(Cc1ccc(Br)cc1)C2=O)c1ccccc1, ClCCl, O=C(O)C(F)(F)F, [Na+], [OH-]. Yields the product NC(CCN1CCC2(CC1)NC(=O)N(Cc1ccc(Br)cc1)C2=O)c1ccccc1. Reaction SMILES: [C:1]([O:2][C:3](=[O:4])[NH:7][CH:8]([CH2:9][CH2:10][N:11]1[CH2:12][CH2:13][C:14]2([C:15](=[O:28])[N:16]([CH2:20][c:21]3[cH:22][cH:23][c:24]([Br:27])[cH:25][cH:26]3)[C:17](=[O:19])[NH:18]2)[CH2:29][CH2:30]1)[c:31]1[cH:32][cH:33][cH:34][cH:35][cH:36]1)([CH3:5])([CH3:6])[CH3:37].[Cl:38][CH2:39][Cl:40].[F:41][C:42]([F:43])([F:44])[C:45]([OH:46])=[O:47].[Na+:49].[OH-:48]>>[NH2:7][CH:8]([CH2:9][CH2:10][N:11]1[CH2:12][CH2:13][C:14]2([C:15](=[O:28])[N:16]([CH2:20][c:21]3[cH:22][cH:23][c:24]([Br:27])[cH:25][cH:26]3)[C:17](=[O:19])[NH:18]2)[CH2:29][CH2:30]1)[c:31]1[cH:32][cH:33][cH:34][cH:35][cH:36]1.